The task is: describe an organic reaction: reactants, conditions, products, and yield. This data is from the Open Reaction Database (ORD), a public repository of structured organic reaction records. Starting materials: N#Cc1ccc(-c2ccc(O)cc2)cc1, CC(O)CC(C)O, CN(C)C=O, [H-], [Na+]. Yields the product CC(O)CC(C)Oc1ccc(-c2ccc(C#N)cc2)cc1. Reaction SMILES: [C:3](#[N:4])[c:5]1[cH:6][cH:7][c:8](-[c:11]2[cH:12][cH:13][c:14]([OH:17])[cH:15][cH:16]2)[cH:9][cH:10]1.[CH3:18][CH:19]([CH2:20][CH:21]([CH3:22])[OH:23])[OH:24].[CH3:25][N:26]([CH3:27])[CH:28]=[O:29].[H-:1].[Na+:2]>>[C:3](#[N:4])[c:5]1[cH:6][cH:7][c:8](-[c:11]2[cH:12][cH:13][c:14]([O:17][CH:19]([CH3:18])[CH2:20][CH:21]([CH3:22])[OH:23])[cH:15][cH:16]2)[cH:9][cH:10]1. Reactants: C(C1=CC=CC=C1)OC(N[C@H](CN1N=CC2=CC=C3C(=C12)C=C(O3)CO)C)=O ([(S)-2-(7-Hydroxymethyl-furo[2,3-g]indazol-1-yl)-1-methylethyl]-carbamic acid benzyl ester), S(=O)(Cl)Cl (thionyl chloride), [C-]#N.[Na+] (sodium cyanide), C([O-])(O)=O.[Na+] (sodium bicarbonate). Run in ClCCl (dichloromethane), CS(=O)C (DMSO). Product: C(C1=CC=CC=C1)OC(N[C@H](CN1N=CC2=CC=C3C(=C12)C=C(O3)CC#N)C)=O ([(S)-2-(7-Cyanomethyl-furo[2,3-g]indazol-1-yl)-1-methylethyl]-carbamic acid benzyl ester). As a reaction SMILES: [CH2:1]([O:8][C:9](=[O:28])[NH:10][C@@H:11]([CH3:27])[CH2:12][N:13]1[C:21]2[C:16](=[CH:17][CH:18]=[C:19]3[O:24][C:23]([CH2:25]O)=[CH:22][C:20]3=2)[CH:15]=[N:14]1)[C:2]1[CH:7]=[CH:6][CH:5]=[CH:4][CH:3]=1.S(Cl)(Cl)=O.[C-:33]#[N:34].[Na+].C(=O)(O)[O-].[Na+]>ClCCl.CS(C)=O>[CH2:1]([O:8][C:9](=[O:28])[NH:10][C@@H:11]([CH3:27])[CH2:12][N:13]1[C:21]2[C:16](=[CH:17][CH:18]=[C:19]3[O:24][C:23]([CH2:25][C:33]#[N:34])=[CH:22][C:20]3=2)[CH:15]=[N:14]1)[C:2]1[CH:3]=[CH:4][CH:5]=[CH:6][CH:7]=1 |f:2.3,4.5|. Procedure: A solution of the product from Example 2, Step B (0.55 g, 1.45 mmol) in dichloromethane (20 mL) was cooled (ice bath), thionyl chloride (0.16 mL, 2.18 mmol) was added, and the mixture was stirred for thirty minutes. The reaction mixture was evaporated to a residue which was dissolved in dichloromethane (20 mL) and evaporated. A solution of sodium cyanide (0.29 g, 5.8 mmol) in DMSO (10 mL) was added to this residue and the mixture was stirred at room temperature for one hour. Saturated aqueous so... Starting materials: C1CCOC1, Nc1cc(C2CC2)ccc1F, CCN(C(C)C)C(C)C, CC1(C)Cc2c(c(C(=O)O)cc3nc(Nc4c(F)cccc4Cl)[nH]c23)O1, O=S(Cl)Cl. Product: CC1(C)Cc2c(c(C(=O)Nc3cc(C4CC4)ccc3F)cc3nc(Nc4c(F)cccc4Cl)[nH]c23)O1. RXN SMILES: [CH2:51]1[O:52][CH2:53][CH2:54][CH2:55]1.[CH:31]1([c:34]2[cH:35][cH:36][c:37]([F:41])[c:38]([NH2:39])[cH:40]2)[CH2:32][CH2:33]1.[CH:42]([N:43]([CH2:44][CH3:45])[CH:46]([CH3:47])[CH3:48])([CH3:49])[CH3:50].[Cl:1][c:2]1[c:3]([NH:9][c:10]2[nH:11][c:12]3[c:13]([n:14]2)[cH:15][c:16]([C:24](=[O:25])[OH:26])[c:17]2[c:18]3[CH2:19][C:20]([CH3:22])([CH3:23])[O:21]2)[c:4]([F:8])[cH:5][cH:6][cH:7]1.[S:27]([Cl:28])([Cl:29])=[O:30]>>[Cl:1][c:2]1[c:3]([NH:9][c:10]2[nH:11][c:12]3[c:13]([n:14]2)[cH:15][c:16]([C:24](=[O:25])[NH:39][c:38]2[c:37]([F:41])[cH:36][cH:35][c:34]([CH:31]4[CH2:32][CH2:33]4)[cH:40]2)[c:17]2[c:18]3[CH2:19][C:20]([CH3:22])([CH3:23])[O:21]2)[c:4]([F:8])[cH:5][cH:6][cH:7]1. The reactants are C1(CCCCC1)C(=O)C1=CC=C(C=C1)OCC1=NC2=CC=CC=C2C=C1 (4-(quinolin-2yl-methoxy)phenyl cyclohexyl ketone), Cl.NO (hydroxylamine hydrochloride). The solvent is C(C)O (ethanol), N1=CC=CC=C1 (pyridine). Yields the product C1(CCCCC1)C(=NO)C1=CC=C(C=C1)OCC1=NC2=CC=CC=C2C=C1 (4-(Quinolin-2-yl-methoxy)phenyl cyclohexyl ketoxime). RXN SMILES: [CH:1]1([C:7]([C:9]2[CH:14]=[CH:13][C:12]([O:15][CH2:16][C:17]3[CH:26]=[CH:25][C:24]4[C:19](=[CH:20][CH:21]=[CH:22][CH:23]=4)[N:18]=3)=[CH:11][CH:10]=2)=O)[CH2:6][CH2:5][CH2:4][CH2:3][CH2:2]1.Cl.[NH2:28][OH:29]>C(O)C.N1C=CC=CC=1>[CH:1]1([C:7]([C:9]2[CH:14]=[CH:13][C:12]([O:15][CH2:16][C:17]3[CH:26]=[CH:25][C:24]4[C:19](=[CH:20][CH:21]=[CH:22][CH:23]=4)[N:18]=3)=[CH:11][CH:10]=2)=[N:28][OH:29])[CH2:6][CH2:5][CH2:4][CH2:3][CH2:2]1 |f:1.2|. Procedure details: A solution of 15.9 g (46 mmol) of 4-(quinolin-2yl-methoxy)phenyl cyclohexyl ketone in 100 ml of ethanol and 33 ml of pyridine is stirred at room temperature for 18 h after addition of 4.77 g (68.6 mmol) of hydroxylamine hydrochloride. For working up, the mixture is concentrated in vacuo and the residue is taken up in dichloromethane. The organic phase is washed with water, dried over sodium sulphate and concentrated to dryness in vacuo. Reaction SMILES: [H-].[Na+].[CH2:3]([O:5][C:6]1[C:10]([CH2:11][CH2:12][C:13]([O:15][CH2:16][CH3:17])=[O:14])=[CH:9][NH:8][N:7]=1)[CH3:4].Cl[CH2:19][C:20]1[CH:39]=[CH:38][C:23]([O:24][CH2:25][C:26]2[N:27]=[C:28]([C:32]3[CH:37]=[CH:36][CH:35]=[CH:34][CH:33]=3)[O:29][C:30]=2[CH3:31])=[C:22]([O:40][CH2:41][CH3:42])[CH:21]=1.O>CN(C)C=O>[CH2:3]([O:5][C:6]1[C:10]([CH2:11][CH2:12][C:13]([O:15][CH2:16][CH3:17])=[O:14])=[CH:9][N:8]([CH2:19][C:20]2[CH:39]=[CH:38][C:23]([O:24][CH2:25][C:26]3[N:27]=[C:28]([C:32]4[CH:37]=[CH:36][CH:35]=[CH:34][CH:33]=4)[O:29][C:30]=3[CH3:31])=[C:22]([O:40][CH2:41][CH3:42])[CH:21]=2)[N:7]=1)[CH3:4] |f:0.1|. Reaction conditions: time 1 hour. Isolated yield 82.3%. Starting materials: O (water), [H-].[Na+] (Sodium hydride), C(C)OC1=NNC=C1CCC(=O)OCC (ethyl 3-(3-ethoxy-1H-pyrazol-4-yl)propionate), ClCC1=CC(=C(OCC=2N=C(OC2C)C2=CC=CC=C2)C=C1)OCC (4-(4-chloromethyl-2-ethoxyphenoxymethyl)-5-methyl-2-phenyloxazole). Yields the product C(C)OC1=NN(C=C1CCC(=O)OCC)CC1=CC(=C(C=C1)OCC=1N=C(OC1C)C1=CC=CC=C1)OCC (ethyl 3-[3-ethoxy-1-[3-ethoxy-4-(5-methyl-2-phenyl-4-oxazolylmethoxy)benzyl]-1H-pyrazol-4-yl]propionate). Solvent: CN(C=O)C (N,N-dimethylformamide). Reported procedure: Sodium hydride (60%, oily, 50.0 mg) was added to a solution of ethyl 3-(3-ethoxy-1H-pyrazol-4-yl)propionate (265 mg) and 4-(4-chloromethyl-2-ethoxyphenoxymethyl)-5-methyl-2-phenyloxazole (447 mg) in N,N-dimethylformamide (10 ml) at 0° C., and the mixture was stirred at room temperature for 1 hour. The reaction mixture was poured into water, and extracted with ethyl acetate. The ethyl acetate layer was washed with saturated aqueous sodium chloride solution, dried (MgSO4), and concentrated. The re... Reactants: COC1(CCC(CC1)(C1=CC(=C(C=C1)OC)OC1CCCC1)C#N)OC (4-cyano-4-(3-cyclopentyloxy-4-methoxyphenyl)cyclohexan-1-one dimethyl ketal), [H-].C(C(C)C)[Al+]CC(C)C (diisobutylaluminum hydride), S([O-])(O)=O.[Na+] (sodium bisulfite). Run in C1(=CC=CC=C1)C (toluene). Conditions: time 2 hour. The product is COC1(CCC(CC1)(C=O)C1=CC(=C(C=C1)OC)OC1CCCC1)OC (4-(3-Cyclopentyloxy-4-methoxyphenyl)-4-formylcyclohexan-1-one dimethyl ketal). Yield: 96.0%. Reaction SMILES: [CH3:1][O:2][C:3]1([O:25][CH3:26])[CH2:8][CH2:7][C:6]([C:23]#N)([C:9]2[CH:14]=[CH:13][C:12]([O:15][CH3:16])=[C:11]([O:17][CH:18]3[CH2:22][CH2:21][CH2:20][CH2:19]3)[CH:10]=2)[CH2:5][CH2:4]1.[H-].C([Al+]CC(C)C)C(C)C.S(=O)(O)[O-:38].[Na+]>C1(C)C=CC=CC=1>[CH3:1][O:2][C:3]1([O:25][CH3:26])[CH2:8][CH2:7][C:6]([C:9]2[CH:14]=[CH:13][C:12]([O:15][CH3:16])=[C:11]([O:17][CH:18]3[CH2:22][CH2:21][CH2:20][CH2:19]3)[CH:10]=2)([CH:23]=[O:38])[CH2:5][CH2:4]1 |f:1.2,3.4|. Procedure: A solution of 4-cyano-4-(3-cyclopentyloxy-4-methoxyphenyl)cyclohexan-1-one dimethyl ketal (0.57 g, 1.6 mmol) in toluene (20 mL) at room temperature under an argon atmosphere was treated with a solution of diisobutylaluminum hydride (1.5M in toluene, 2.7 mL, 4 mmol). After 2 h, a solution of saturated aqueous sodium bisulfite was added and the mixture was extracted twice with ethyl acetate. The organic extract was washed with 5% aqueous sodium carbonate, was dried (potassium carbonate) and the so... The reactants are C(C)OC=C(C(=O)OCC)C(=O)C(=O)OCC (Diethyl ethoxymethyleneoxalacetate), O1CCN(CC1)C=CCC (1-morpholinobutene). Solvent: C(Cl)Cl (CH2Cl2). Conditions: time 72 hour. Product: C(C)C=1C=C(C(=NC1)C(=O)OCC)C(=O)OCC (Diethyl 5-ethylpyridine-2,3-dicarboxylate). Yield: 56.9%. RXN SMILES: C(O[CH:4]=[C:5]([C:11]([C:13]([O:15][CH2:16][CH3:17])=[O:14])=O)[C:6]([O:8][CH2:9][CH3:10])=[O:7])C.O1CC[N:21]([CH:24]=[CH:25][CH2:26][CH3:27])CC1>C(Cl)Cl>[CH2:26]([C:25]1[CH:4]=[C:5]([C:6]([O:8][CH2:9][CH3:10])=[O:7])[C:11]([C:13]([O:15][CH2:16][CH3:17])=[O:14])=[N:21][CH:24]=1)[CH3:27]. Procedure: Diethyl ethoxymethyleneoxalacetate (3.17 g, 0.013 mol) is added to a solution of 1-morpholinobutene (1.84 g, 0.013 mol) dissolved in CH2Cl2 (40 mL) at 0°. The solution is concentrated in vacuo, and ammonium acetate (50 g), ammonium hydroxide (10 mL), tetrahydrofuran (20 mL) and 95% ethanol (20 mL) are added. The solution is heated to reflux for 30 minutes, then held at 3° for 72 hours. The reaction solution is then partitioned between water and ethyl acetate. The organic layer is dried over sodi... Reactants: C(C)(SCCC(C)(C)NC(=O)OCC1=CC=CC=C1)=O (S-3-(Benzyloxycarbonylamino)-3-methylbutyl ethanethioate), CO (methanol), [OH-].[Na+] (Sodium hydroxide). Run in hexanes, C(C)(=O)OCC (ethyl acetate). Reaction conditions: time 1 hour. Yields the product SCCC(C)(C)NC(OCC1=CC=CC=C1)=O (Benzyl 4-mercapto-2-methylbutan-2-ylcarbamate). RXN SMILES: C(=O)([S:3][CH2:4][CH2:5][C:6]([NH:9][C:10]([O:12][CH2:13][C:14]1[CH:19]=[CH:18][CH:17]=[CH:16][CH:15]=1)=[O:11])([CH3:8])[CH3:7])C.CO.[OH-].[Na+]>C(OCC)(=O)C>[SH:3][CH2:4][CH2:5][C:6]([NH:9][C:10](=[O:11])[O:12][CH2:13][C:14]1[CH:19]=[CH:18][CH:17]=[CH:16][CH:15]=1)([CH3:8])[CH3:7] |f:2.3|. Reported procedure: S-3-(Benzyloxycarbonylamino)-3-methylbutyl ethanethioate (3.00 g, 10.2 mmol) was dissolved into methanol (100 mL). Sodium hydroxide solution (5 N, 6.1 mL, 30.6 mmol) was added to the solution in one portion and stirred at room temperature for 1 hour. Thin-layer chromatography (40% ethyl acetate in hexanes) analysis of reaction mixture indicated all the starting material was consumed. The organic solvent was removed and the resulting aqueous solution was made acidic (˜pH 5) with 1 N HCl, while co...